The task is: describe an organic reaction: reactants, conditions, products, and yield. This data is from the Open Reaction Database (ORD), a public repository of structured organic reaction records. Reaction SMILES: [CH2:30]([OH:31])[CH2:32][CH2:33][CH3:34].[CH3:35][C:36]([CH3:37])([O-:38])[CH3:39].[CH3:41][I:42].[CH3:43][CH2:44][O:45][C:46](=[O:47])[CH3:48].[K+:40].[cH:1]1[c:2](-[c:14]2[cH:15][c:16]3[c:17]([cH:28][cH:29]2)[C:18]2([CH3:27])[CH2:19][CH2:20][C:21](=[O:26])[NH:22][CH:23]2[CH2:24][CH2:25]3)[cH:3][cH:4][c:5]2[c:13]1[CH2:12][c:11]1[c:6]-2[cH:7][cH:8][cH:9][cH:10]1>>[cH:1]1[c:2](-[c:14]2[cH:15][c:16]3[c:17]([cH:28][cH:29]2)[C:18]2([CH3:27])[CH2:19][CH2:20][C:21](=[O:26])[N:22]([CH3:30])[CH:23]2[CH2:24][CH2:25]3)[cH:3][cH:4][c:5]2[c:13]1[CH2:12][c:11]1[c:6]-2[cH:7][cH:8][cH:9][cH:10]1. The product is CN1C(=O)CCC2(C)c3ccc(-c4ccc5c(c4)Cc4ccccc4-5)cc3CCC12. Reactants: CCCCO, CC(C)(C)[O-], CI, CCOC(C)=O, [K+], CC12CCC(=O)NC1CCc1cc(-c3ccc4c(c3)Cc3ccccc3-4)ccc12.